Dataset: the Open Reaction Database (ORD), a public repository of structured organic reaction records. Task: describe an organic reaction: reactants, conditions, products, and yield Starting materials: [OH-].[NH4+] (ammonium hydroxide), C(=O)=O (carbon dioxide). Product: C([O-])([O-])=O.[NH4+].[NH4+] (ammonium carbonate), C([O-])(O)=O (bicarbonate). Reaction SMILES: [OH-:1].[NH4+:2].[C:3](=[O:5])=[O:4]>>[C:3](=[O:1])([O-:5])[O-:4].[NH4+:2].[NH4+:2].[C:3](=[O:1])([OH:5])[O-:4] |f:0.1,3.4.5|. Reported procedure: Step 3, Second Recycling of Filtrate: It was speculated that excess of ammonium hydroxide together with carbon dioxide resulted with ammonium carbonate or bicarbonate, and that the limiting factor in precipitation was the quantity calcium ions. An aliquot of 100 mL of the filtrate (total volume 3370 mL) was mixed with 400 mL CaSO4.2H2O solution (2.0 g/L). A precipitate formed. It was filtered and oven dried. 0.274 grams were isolated. Additional CaSO4.2H2O solution did not cause further precipit... Starting materials: C(C1=CC=CC=C1)OC(CNC(=O)C=1N=C(C2=CC=CC=C2C1OCC1=CC=CC=C1)C(N(C)C)=O)=O ([(4-Benzyloxy-1-dimethylcarbamoyl-isoquinoline-3-carbonyl)-amino]-acetic acid benzyl ester), CCOC(=O)C (EtOAc). Reagents/catalysts: [Pd] (Pd/C). Solvent: CO (MeOH). Conditions: time 18 hour. Product: CN(C(=O)C1=NC(=C(C2=CC=CC=C12)O)C(=O)NCC(=O)O)C ([(1-Dimethylcarbamoyl-4-hydroxy-isoquinoline-3-carbonyl)-amino]-acetic acid). The yield is 91.5%. Reaction SMILES: C([O:8][C:9](=[O:37])[CH2:10][NH:11][C:12]([C:14]1[N:15]=[C:16]([C:32](=[O:36])[N:33]([CH3:35])[CH3:34])[C:17]2[C:22]([C:23]=1[O:24]CC1C=CC=CC=1)=[CH:21][CH:20]=[CH:19][CH:18]=2)=[O:13])C1C=CC=CC=1.CCOC(C)=O>[Pd].CO>[CH3:34][N:33]([CH3:35])[C:32]([C:16]1[C:17]2[C:22](=[CH:21][CH:20]=[CH:19][CH:18]=2)[C:23]([OH:24])=[C:14]([C:12]([NH:11][CH2:10][C:9]([OH:37])=[O:8])=[O:13])[N:15]=1)=[O:36]. Reported procedure: A mixture of [(4-Benzyloxy-1-dimethylcarbamoyl-isoquinoline-3-carbonyl)-amino]-acetic acid benzyl ester (209 mg, 0.42 mmol), Pd/C (100 mg, 10 wt % Pd), EtOAc (10 ml) and MeOH (50 ml) was stirred under a H2-atmosphere at ambient pressure and temperature for 18 h. Then the mixture was filtered through a pad of celite. Celite and filter cake were washed thoroughly with EtOAc and the combined organic phases were concentrated in vacuo to give the title compound as a brown solid (122 mg); MS-(−)-ion: ... Reactants: C(C=C)OC(=O)NC1(CC1)C1=CC=C(C(=O)OC(C)(C)C)C=C1 (tert-butyl 4-(1-allyloxycarbonylaminocyclopropyl)benzoate), montmorillonite, montmorillonite. The solvent is C(C)#N (acetonitrile). Run at time 4 hour. Product: C(C=C)OC(=O)NC1(CC1)C1=CC=C(C(=O)O)C=C1 (4-(1-allyloxycarbonylaminocyclopropyl)benzoic acid). Reaction SMILES: [CH2:1]([O:4][C:5]([NH:7][C:8]1([C:11]2[CH:23]=[CH:22][C:14]([C:15]([O:17]C(C)(C)C)=[O:16])=[CH:13][CH:12]=2)[CH2:10][CH2:9]1)=[O:6])[CH:2]=[CH2:3]>C(#N)C>[CH2:1]([O:4][C:5]([NH:7][C:8]1([C:11]2[CH:12]=[CH:13][C:14]([C:15]([OH:17])=[O:16])=[CH:22][CH:23]=2)[CH2:10][CH2:9]1)=[O:6])[CH:2]=[CH2:3]. Procedure details: A solution of 1.46 g of tert-butyl 4-(1-allyloxycarbonylaminocyclopropyl)benzoate in 10 mL of acetonitrile was combined with 1 g of montmorillonite and refluxed for 3 hours. Then more montmorillonite was added and the mixture was boiled for 4 hours. The suspension was filtered hot, the inorganic material was extracted 3× with hot acetonitrile and filtered off, and the acetonitrile solutions were combined and evaporated down. Residue: 0.8 g of crystals. The reactants are ClCCl, COCC(C)Oc1cc(O[Si](C(C)C)(C(C)C)C(C)C)cc(-c2ccc(C(=O)O)[nH]2)c1, CN(C)c1ccncc1, [Cl-], CCC(O)CN, [NH4+]. Product: CCC(O)CNC(=O)c1ccc(-c2cc(OC(C)COC)cc(O[Si](C(C)C)(C(C)C)C(C)C)c2)[nH]1. RXN SMILES: [CH2:40]([Cl:41])[Cl:42].[CH3:1][O:2][CH2:3][CH:4]([O:5][c:6]1[cH:7][c:8](-[c:23]2[cH:24][cH:25][c:26]([C:28](=[O:29])[OH:30])[nH:27]2)[cH:9][c:10]([O:12][Si:13]([CH:14]([CH3:15])[CH3:16])([CH:17]([CH3:18])[CH3:19])[CH:20]([CH3:21])[CH3:22])[cH:11]1)[CH3:31].[CH3:43][N:44]([CH3:45])[c:46]1[cH:47][cH:48][n:49][cH:50][cH:51]1.[Cl-:38].[NH2:32][CH2:33][CH:34]([CH2:35][CH3:36])[OH:37].[NH4+:39]>>[CH3:1][O:2][CH2:3][CH:4]([O:5][c:6]1[cH:7][c:8](-[c:23]2[cH:24][cH:25][c:26]([C:28](=[O:30])[NH:32][CH2:33][CH:34]([CH2:35][CH3:36])[OH:37])[nH:27]2)[cH:9][c:10]([O:12][Si:13]([CH:14]([CH3:15])[CH3:16])([CH:17]([CH3:18])[CH3:19])[CH:20]([CH3:21])[CH3:22])[cH:11]1)[CH3:31]. The reactants are C1(=CC=C(C2=CC=CC=C12)C(=O)O)C(=O)O (naphthalene-1,4-dicarboxylic acid), [H-].[H-].[H-].[H-].[Li+].[Al+3] (LiAlH4), solution, [H-].[H-].[H-].[H-].[Li+].[Al+3] (LiAlH4). Solvent: C1CCOC1 (THF), C1CCOC1 (THF), C1CCOC1 (THF). Reaction conditions: time 2 hour. Yields the product C1(=CC=C(C2=CC=CC=C12)CO)CO (1,4-naphthalenedimethanol). Yield: 97.8%. RXN SMILES: [H-].[H-].[H-].[H-].[Li+].[Al+3].[C:7]1([C:20](O)=[O:21])[C:16]2[C:11](=[CH:12][CH:13]=[CH:14][CH:15]=2)[C:10]([C:17](O)=[O:18])=[CH:9][CH:8]=1>C1COCC1>[C:10]1([CH2:17][OH:18])[C:11]2[C:16](=[CH:15][CH:14]=[CH:13][CH:12]=2)[C:7]([CH2:20][OH:21])=[CH:8][CH:9]=1 |f:0.1.2.3.4.5|. Reported procedure: A dry 3-neck, 1 L flask equipped with a N2 inlet and dropping funnel is charged with dry THF (200 mL) and LiAlH4 (1.90 g, 0.050 mole). To the stiffed mixture is added via the dropping funnel a hot solution of naphthalene-1,4-dicarboxylic acid (4.32 g, 0.020 mole) in THF (200 mL) over a period of about 1 hour. The resulting mixture is stirred without heating for 90 minutes and then is heated to reflux temperature. After 2 hours, additional LiAlH4 (40 mL of a 1.15 M solution in THF) is added and r...